Dataset: the Open Reaction Database (ORD), a public repository of structured organic reaction records. Task: describe an organic reaction: reactants, conditions, products, and yield Starting materials: COC=1C=C(C(=CC1)N)N (4-methoxybenzene-1,2-diamine), O=CC(=O)C1=CC=C(C(=O)OC)C=C1 (methyl 4-(2-oxoacetyl)benzoate). The solvent is C(C)(=O)O (acetic acid). The product is COC=1C=C2N=CC(=NC2=CC1)C1=CC=C(C(=O)OC)C=C1 (methyl 4-(6-methoxyquinoxalin-2-yl)benzoate). As a reaction SMILES: [CH3:1][O:2][C:3]1[CH:4]=[C:5]([NH2:10])[C:6]([NH2:9])=[CH:7][CH:8]=1.O=[CH:12][C:13]([C:15]1[CH:24]=[CH:23][C:18]([C:19]([O:21][CH3:22])=[O:20])=[CH:17][CH:16]=1)=O>C(O)(=O)C>[CH3:1][O:2][C:3]1[CH:4]=[C:5]2[C:6](=[CH:7][CH:8]=1)[N:9]=[C:13]([C:15]1[CH:24]=[CH:23][C:18]([C:19]([O:21][CH3:22])=[O:20])=[CH:17][CH:16]=1)[CH:12]=[N:10]2. Procedure: To a solution of methyl 4-acetylbenzoate (1.00 g, 5.61 mmol) in DMSO (5 mL) was slowly added 40% HBr (1.5 mL) at 20° C. under stirring. The mixture was stirred at 60° C. for 12 hours. The mixture was diluted with water (10 mL) and the resulting mixture was extracted with DCM (10 mL×3), washed with brine, dried over anhydrous Na2SO4, filtered and concentrated in vacuo to give methyl 4-(2-oxoacetyl)benzoate (150 mg), which was taken forward without further purification. To a solution of 4-methoxyb... Starting materials: C[C@@H]1CCN(C[C@@H]1N(C)C2=C3C=CNC3=NC=N2)C(=O)CC#N (tofacitinib), Cl (hydrogen chloride). Solvent: C(C)(C)O (isopropanol), C(C)(C)O (isopropanol). Reaction conditions: temperature 55 celsius, time 64 hour. Yields the product C[C@@H]1CCN(C[C@@H]1N(C)C2=C3C=CNC3=NC=N2)C(=O)CC#N.Cl (tofacitinib hydrochloride). RXN SMILES: [CH3:1][C@H:2]1[C@@H:7]([N:8]([C:10]2[N:18]=[CH:17][N:16]=[C:15]3[C:11]=2[CH:12]=[CH:13][NH:14]3)[CH3:9])[CH2:6][N:5]([C:19]([CH2:21][C:22]#[N:23])=[O:20])[CH2:4][CH2:3]1.[ClH:24]>C(O)(C)C>[CH3:1][C@H:2]1[C@@H:7]([N:8]([C:10]2[N:18]=[CH:17][N:16]=[C:15]3[C:11]=2[CH:12]=[CH:13][NH:14]3)[CH3:9])[CH2:6][N:5]([C:19]([CH2:21][C:22]#[N:23])=[O:20])[CH2:4][CH2:3]1.[ClH:24] |f:3.4|. Procedure details: A suspension of tofacitinib free base (1.0 g, 3.201 mmol) in isopropanol was heated to 55° C. to dissolve. A solution of approximately 17 wt % hydrogen chloride in isopropanol (825 mg, 3.84 mmol) was added. The solution was then cooled to 23 to 25° C. whereupon slightly gummy solids precipitated out. The suspension was stirred at 23 to 25° C. for 64 hours, filtered and washed with isopropanol (2×12 mL). The damp cake was dried under vacuum (45 torr) at 40° C. (24 hours) to yield amorphous tofaci...